From a dataset of the Open Reaction Database (ORD), a public repository of structured organic reaction records. describe an organic reaction: reactants, conditions, products, and yield Starting materials: C1=CN=CC=C1CN, C1=CC=C(C=C1)NC2=NC=CC(=C2)Cl. The reagents and catalysts are CC(C)(C)[O-].[Na+], CC(C1CCCC1P(C2CCCCC2)C3CCCCC3)P(C(C)(C)C)C(C)(C)C.C1CCCC1.[Fe], CC(=O)O.CC(=O)O.[Pd]. Run in CC(=O)N(C)C. Conditions: temperature 100 celsius. Yields the product C1=CC=C(C=C1)NC2=NC=CC(=C2)NCC3=CC=NC=C3. Isolated yield 29.5%. Procedure details: Pyridin-4-ylmethanamine (58.1 mg, 0.54 mmol), 4-chloro-N-phenylpyridin-2-amine (100 mg, 0.49 mmol) and sodium 2-methylpropan-2-olate (94 mg, 0.98 mmol) were suspended in DMA (2 mL) and sealed into a microwave tube. Nitrogen was bubbled through the reaction mixture for 5 minutes. (R)-(-)-1-[(S)-2-(DICYCLOHEXYLPHOSPHINO)FERROCENYL]ETHYLDI-T-BUTYLPHOSPHINE (32.5 mg, 0.06 mmol) and diacetoxypalladium (8.78 mg, 0.04 mmol) were added to the reaction mixture and nitrogen was bubbled through the reactio... Yields the product COC(=O)C1CCC(OC)O1. Reactants: CO, COC=CCC1OC(C)(C)OC1=O. Reaction SMILES: [CH3:14][OH:15].[CH3:1][O:2][CH:3]=[CH:4][CH2:5][CH:6]1[C:7](=[O:13])[O:8][C:9]([CH3:11])([CH3:12])[O:10]1>>[CH3:1][O:2][CH:3]1[CH2:4][CH2:5][CH:6]([C:7]([O:8][CH3:9])=[O:13])[O:10]1. Starting materials: O1CCC2=C1C=CC=C2 (2,3-dihydrobenzofuran), C(C)(=O)OC(C)=O (acetic anhydride), O (water). The reagents and catalysts are [Cl-].[Zn+2].[Cl-] (zinc chloride). Run in ClCCl (dichloromethane). Conditions: temperature 100 celsius. Yields the product C(C)(=O)C=1C=CC2=C(CCO2)C1 (5-acetyl-2,3-dihydrobenzofuran). Isolated yield 24.1%. RXN SMILES: [O:1]1[C:5]2[CH:6]=[CH:7][CH:8]=[CH:9][C:4]=2[CH2:3][CH2:2]1.[C:10](OC(=O)C)(=[O:12])[CH3:11].O>[Cl-].[Zn+2].[Cl-].ClCCl>[C:10]([C:8]1[CH:7]=[CH:6][C:5]2[O:1][CH2:2][CH2:3][C:4]=2[CH:9]=1)(=[O:12])[CH3:11] |f:3.4.5|. Reported procedure: A mixture of 44.4 g (0.37 moles) of 2,3-dihydrobenzofuran and 37.8 g (0.37 moles) of acetic anhydride were added with 5.0 g (37 mmoles) of anhydrous zinc chloride. The mixture was heated to 95-105° C. for 10 hrs; after cooling to room temperature the mixture is added with 50 ml of water and 50 ml of dichloromethane. The organic phase was separated and the aqueous phase was extracted twice with dichloromethane (2× 30 ml). The organic phases were collected together, and washed with 50 ml of a satu... Reactants: COC(COC(=O)C=1C(C(=C(NC1C)C)C(=O)OC(C)C)C1=CC(=CC=C1)[N+](=O)[O-])C1=CC=CC=C1 ((+)-1,4-dihydro-2,6-dimethyl-4-(3'-nitrophenyl)-pyridine-3,5-dicarboxylic acid isopropyl 2-methoxy-2-phenylethyl ester), COC(COC(=O)C=1C(C(=C(NC1C)C)C(=O)OC(C)C)C1=CC(=CC=C1)[N+](=O)[O-])C1=CC=CC=C1 ((+)-1,4-dihydro-2,6-dimethyl-4-(3'-nitrophenyl)-pyridine-3,5-dicarboxylic acid isopropyl 2-methoxy-2-phenylethyl ester), [Na] (sodium). Run in C(C)O (ethanol). The product is C(C)(C)OC(=O)C=1C(C(=C(NC1C)C)C(=O)OCC)C1=CC(=CC=C1)[N+](=O)[O-] ((+)-1,4-Dihydro-2,6-dimethyl-4-(3'-nitrophenyl)-pyridine-3,5-dicarboxylic acid ethyl isopropyl ester). RXN SMILES: CO[CH:3](C1C=CC=CC=1)[CH2:4][O:5][C:6]([C:8]1[CH:9]([C:22]2[CH:27]=[CH:26][CH:25]=[C:24]([N+:28]([O-:30])=[O:29])[CH:23]=2)[C:10]([C:16]([O:18][CH:19]([CH3:21])[CH3:20])=[O:17])=[C:11]([CH3:15])[NH:12][C:13]=1[CH3:14])=[O:7].[Na]>C(O)C>[CH:19]([O:18][C:16]([C:10]1[CH:9]([C:22]2[CH:27]=[CH:26][CH:25]=[C:24]([N+:28]([O-:30])=[O:29])[CH:23]=2)[C:8]([C:6]([O:5][CH2:4][CH3:3])=[O:7])=[C:13]([CH3:14])[NH:12][C:11]=1[CH3:15])=[O:17])([CH3:20])[CH3:21] |^1:36|. Reported procedure: 19 g (38 mmols) of (+)-1,4-dihydro-2,6-dimethyl-4-(3'-nitrophenyl)-pyridine-3,5-carboxylic acid isopropyl 2-methoxy-2-phenylethyl ester (compound A) in a solution of 0.87 g (38 mmols) of sodium in 100 ml of ethanol are heated to the boiling point under nitrogen for 8 hours. The solvent is then distilled off in vacuo, the residue is taken up in water and the mixture is acidified with dilute hydrochloric acid and extracted several times with methylene chloride. The extracts are concentrated in vac... Reactants: [O-]P(=O)([O-])[O-].[K+].[K+].[K+] (K3PO4), BrC=1C=C2C(N(C=NC2=CC1)C1=CC=CC=C1)=O (6-bromo-3-phenylquinazolin-4(3H)-one), FC1=CC=C(C=C1)C=1OC2=C(C1C(=O)NC)C=C(C(=C2)N(S(=O)(=O)C)C)B2OC(C(O2)(C)C)(C)C (2-(4-fluorophenyl)-N-methyl-6-(N-methylmethylsulfonamido)-5-(4,4,5,5-tetramethyl-1,3,2-dioxaborolan-2-yl)benzofuran-3-carboxamide). The reagents and catalysts are C1=CC=C(C=C1)P([C-]2C=CC=C2)C3=CC=CC=C3.C1=CC=C(C=C1)P([C-]2C=CC=C2)C3=CC=CC=C3.Cl[Pd]Cl.[Fe+2] (Pd(dppf)Cl2). The solvent is CN(C=O)C (N,N-dimethyl-formamide). Run at temperature 90 celsius. The product is FC1=CC=C(C=C1)C=1OC2=C(C1C(=O)NC)C=C(C(=C2)N(S(=O)(=O)C)C)C=2C=C1C(N(C=NC1=CC2)C2=CC=CC=C2)=O (2-(4-fluorophenyl)-N-methyl-6-(N-methylmethylsulfonamido)-5-(4-oxo-3-phenyl-3,4-dihydroquinazolin-6-yl)benzofuran-3-carboxamide). The yield is 8.7%. RXN SMILES: Br[C:2]1[CH:3]=[C:4]2[C:9](=[CH:10][CH:11]=1)[N:8]=[CH:7][N:6]([C:12]1[CH:17]=[CH:16][CH:15]=[CH:14][CH:13]=1)[C:5]2=[O:18].[F:19][C:20]1[CH:25]=[CH:24][C:23]([C:26]2[O:27][C:28]3[CH:38]=[C:37]([N:39]([CH3:44])[S:40]([CH3:43])(=[O:42])=[O:41])[C:36](B4OC(C)(C)C(C)(C)O4)=[CH:35][C:29]=3[C:30]=2[C:31]([NH:33][CH3:34])=[O:32])=[CH:22][CH:21]=1.[O-]P([O-])([O-])=O.[K+].[K+].[K+]>CN(C)C=O.C1C=CC(P(C2C=CC=CC=2)[C-]2C=CC=C2)=CC=1.C1C=CC(P(C2C=CC=CC=2)[C-]2C=CC=C2)=CC=1.Cl[Pd]Cl.[Fe+2]>[F:19][C:20]1[CH:25]=[CH:24][C:23]([C:26]2[O:27][C:28]3[CH:38]=[C:37]([N:39]([CH3:44])[S:40]([CH3:43])(=[O:41])=[O:42])[C:36]([C:2]4[CH:3]=[C:4]5[C:9](=[CH:10][CH:11]=4)[N:8]=[CH:7][N:6]([C:12]4[CH:17]=[CH:16][CH:15]=[CH:14][CH:13]=4)[C:5]5=[O:18])=[CH:35][C:29]=3[C:30]=2[C:31]([NH:33][CH3:34])=[O:32])=[CH:22][CH:21]=1 |f:2.3.4.5,7.8.9.10|. Procedure: To a degassed mixture of 6-bromo-3-phenylquinazolin-4(3H)-one (150 mg, 0.498 mmol) and 2-(4-fluorophenyl)-N-methyl-6-(N-methylmethylsulfonamido)-5-(4,4,5,5-tetramethyl-1,3,2-dioxaborolan-2-yl)benzofuran-3-carboxamide (100 mg, 0.199 mmol) in N,N-dimethyl-formamide (4 mL) were added Pd(dppf)Cl2 (15 mg) and K3PO4 (211 mg, 0.994 mmol) under N2. After being heated to 90° C. overnight, the reaction mixture was cooled to RT and filtered. The filtrate was concentrated and the residue was purified by pre... The reactants are COP(OC)(=O)CCOC(C)=O (2-acetoxyethane-phosphonic acid dimethyl ester), [OH-].[K+] (KOH). Run in CO (methanol). Product: COP(OC)(=O)CCO (2-hydroxyethane-phosphonic acid dimethyl ester). Yield: 86.5%. RXN SMILES: [CH3:1][O:2][P:3]([CH2:7][CH2:8][O:9]C(=O)C)(=[O:6])[O:4][CH3:5].[OH-].[K+]>CO>[CH3:1][O:2][P:3]([CH2:7][CH2:8][OH:9])(=[O:6])[O:4][CH3:5] |f:1.2|. Procedure details: A solution of 50 g of 2-acetoxyethane-phosphonic acid dimethyl ester in 100 ml of anhydrous methanol is mixed with 0.5 g of KOH and heated to 65°-70°C for 5 hours while simultaneously removing a mixture of methyl acetate/methanol by distillation. The crude product is submitted to distillation under reduced pressure, 34 g of 2-hydroxyethane-phosphonic acid dimethyl ester are obtained, corresponding to a yield of 86.5% of the theoretical.